describe an organic reaction: reactants, conditions, products, and yield From a dataset of the Open Reaction Database (ORD), a public repository of structured organic reaction records. The reactants are CC1(C)OB(c2cccc3[nH]ncc23)OC1(C)C, COc1cccc(-c2cc3nc(Cl)nc(N4CCOCC4)c3s2)c1. Yields the product COc1cccc(-c2cc3nc(-c4cccc5[nH]ncc45)nc(N4CCOCC4)c3s2)c1. Reaction SMILES: [CH3:25][C:26]1([CH3:27])[C:28]([CH3:29])([CH3:30])[O:31][B:32]([c:33]2[c:34]3[cH:35][n:36][nH:37][c:38]3[cH:39][cH:40][cH:41]2)[O:42]1.[Cl:1][c:2]1[n:3][c:4]([N:19]2[CH2:20][CH2:21][O:22][CH2:23][CH2:24]2)[c:5]2[c:6]([n:7]1)[cH:8][c:9](-[c:11]1[cH:12][c:13]([O:17][CH3:18])[cH:14][cH:15][cH:16]1)[s:10]2>>[c:2]1(-[c:33]2[c:34]3[cH:35][n:36][nH:37][c:38]3[cH:39][cH:40][cH:41]2)[n:3][c:4]([N:19]2[CH2:20][CH2:21][O:22][CH2:23][CH2:24]2)[c:5]2[c:6]([n:7]1)[cH:8][c:9](-[c:11]1[cH:12][c:13]([O:17][CH3:18])[cH:14][cH:15][cH:16]1)[s:10]2. Starting materials: CC(=O)O[BH-](OC(C)=O)OC(C)=O, CCc1nc2c(C)ccnc2n1Cc1ccc(NCC2CCNCC2)cc1, CN1CCC(=O)CC1, ClCCCl, [Na+], [Na+], [OH-]. The product is CCc1nc2c(C)ccnc2n1Cc1ccc(NCC2CCN(C3CCN(C)CC3)CC2)cc1. Reaction SMILES: [C:36]([O:37][BH-:38]([O:39][C:40](=[O:41])[CH3:42])[O:43][C:44](=[O:45])[CH3:46])(=[O:47])[CH3:48].[CH2:1]([CH3:2])[c:3]1[n:4][c:5]2[c:6]([n:7][cH:8][cH:9][c:10]2[CH3:11])[n:12]1[CH2:13][c:14]1[cH:15][cH:16][c:17]([NH:20][CH2:21][CH:22]2[CH2:23][CH2:24][NH:25][CH2:26][CH2:27]2)[cH:18][cH:19]1.[CH3:28][N:29]1[CH2:30][CH2:31][C:32](=[O:35])[CH2:33][CH2:34]1.[Cl:52][CH2:53][CH2:54][Cl:55].[Na+:49].[Na+:51].[OH-:50]>>[CH2:1]([CH3:2])[c:3]1[n:4][c:5]2[c:6]([n:7][cH:8][cH:9][c:10]2[CH3:11])[n:12]1[CH2:13][c:14]1[cH:15][cH:16][c:17]([NH:20][CH2:21][CH:22]2[CH2:23][CH2:24][N:25]([CH:32]3[CH2:31][CH2:30][N:29]([CH3:28])[CH2:34][CH2:33]3)[CH2:26][CH2:27]2)[cH:18][cH:19]1.